Dataset: the Open Reaction Database (ORD), a public repository of structured organic reaction records. Task: describe an organic reaction: reactants, conditions, products, and yield Yields the product COC=1C=C(C=CC1[N+](=O)[O-])N1CCNCC1 (1-[3-(methyloxy)-4-nitrophenyl]piperazine). Starting materials: COC=1C=C(C=CC1[N+](=O)[O-])N1CCN(CC1)C(=O)OC(C)(C)C (1-dimethylethyl 4-[3-(methyloxy)-4-nitrophenyl]-1-piperazinecarboxylate). Procedure: 1-dimethylethyl 4-[3-(methyloxy)-4-nitrophenyl]-1-piperazinecarboxylate (2.25 g, 6.67 mmol) was dissolved in methylene chloride (50 mL) and trifluoroacetic acid (10 mL). The resulting solution turns immediately dark and was stirred overnight. The solution was concentrated and partitioned between methylene chloride and 2.0N sodium hydroxide. The organic layer was collected and the aqueous layer was saturated by addition of sodium chloride and subsequently backextracted with additional methylene c... The yield is 107.9%. The solvent is C(Cl)Cl (methylene chloride), FC(C(=O)O)(F)F (trifluoroacetic acid). RXN SMILES: [CH3:1][O:2][C:3]1[CH:4]=[C:5]([N:12]2[CH2:17][CH2:16][N:15](C(OC(C)(C)C)=O)[CH2:14][CH2:13]2)[CH:6]=[CH:7][C:8]=1[N+:9]([O-:11])=[O:10]>C(Cl)Cl.FC(F)(F)C(O)=O>[CH3:1][O:2][C:3]1[CH:4]=[C:5]([N:12]2[CH2:17][CH2:16][NH:15][CH2:14][CH2:13]2)[CH:6]=[CH:7][C:8]=1[N+:9]([O-:11])=[O:10]. Run at time 8 hour. The reactants are CCOCC, CC(=O)Nc1ccccc1CSc1nc2ccccc2[nH]1. Product: CC(=O)Nc1ccccc1CS(=O)c1nc2ccccc2[nH]1. As a reaction SMILES: [CH2:22]([O:24][CH2:23][CH3:25])[CH3:26].[nH:1]1[c:2]([S:10][CH2:11][c:12]2[c:13]([NH:18][C:19]([CH3:20])=[O:21])[cH:14][cH:15][cH:16][cH:17]2)[n:3][c:4]2[c:5]1[cH:6][cH:7][cH:8][cH:9]2>>[nH:1]1[c:2]([S:10]([CH2:11][c:12]2[c:13]([NH:18][C:19]([CH3:20])=[O:21])[cH:14][cH:15][cH:16][cH:17]2)=[O:24])[n:3][c:4]2[c:5]1[cH:6][cH:7][cH:8][cH:9]2. The reactants are CC(C)(C)OC(=O)NC(Cc1ccccc1)C(O)CN=[N+]=[N-], CO. The product is CC(C)(C)OC(=O)NC(Cc1ccccc1)C(O)CN. Reaction SMILES: [C:1]([CH3:2])([CH3:3])([CH3:4])[O:5][C:6]([NH:7][CH:8]([CH:9]([CH2:10][N:11]=[N+:12]=[N-:13])[OH:14])[CH2:15][c:16]1[cH:17][cH:18][cH:19][cH:20][cH:21]1)=[O:22].[CH3:23][OH:24]>>[C:1]([CH3:2])([CH3:3])([CH3:4])[O:5][C:6]([NH:7][CH:8]([CH:9]([CH2:10][NH2:11])[OH:14])[CH2:15][c:16]1[cH:17][cH:18][cH:19][cH:20][cH:21]1)=[O:22]. The reactants are O1CCC(CC1)=NO (tetrahydropyran-4-one oxime), CC(CC1=CC=C(C=C1)C(C(=O)OCCCC(=O)[O-])C)C (4-({2-[4-(2methylpropyl)phenyl]propanoyl}oxy)butanoate), IC1=CC=CC=C1 (iodobenzene). Product: CC(CC1=CC=C(C=C1)C(C(=O)OCCCC(=O)OC1(CCOCC1)N=O)C)C (4-Nitrosotetrahydro-2H-pyran-4-yl 4-({2-[4-(2-methylpropyl)phenyl]propanoyl}oxy)butanoate). Reaction SMILES: [O:1]1[CH2:6][CH2:5][C:4](=[N:7][OH:8])[CH2:3][CH2:2]1.[CH3:9][CH:10]([CH3:29])[CH2:11][C:12]1[CH:17]=[CH:16][C:15]([CH:18]([CH3:28])[C:19]([O:21][CH2:22][CH2:23][CH2:24][C:25]([O-:27])=[O:26])=[O:20])=[CH:14][CH:13]=1.IC1C=CC=CC=1>>[CH3:9][CH:10]([CH3:29])[CH2:11][C:12]1[CH:13]=[CH:14][C:15]([CH:18]([CH3:28])[C:19]([O:21][CH2:22][CH2:23][CH2:24][C:25]([O:27][C:4]2([N:7]=[O:8])[CH2:5][CH2:6][O:1][CH2:2][CH2:3]2)=[O:26])=[O:20])=[CH:16][CH:17]=1. Reported procedure: 4-Nitrosotetrahydro-2H-pyran-4-yl 4-({2-[4-(2-methylpropyl)phenyl]propanoyl}oxy)butanoate was prepared from tetrahydropyran-4-one oxime and bis 4-({2-[4-(2methylpropyl)phenyl]propanoyl}oxy)butanoate)iodobenzene (synthesized from 4-({2-[4-(2-methylpropyl)phenyl]propanoyl}oxy)butanoic acid and iodobenzene diacetate) and using conditions of General Method 4. 1H NMR (250 MHz, CHLOROFORM-d) δ 7.16-7.25 (2H, m), 7.03-7.14 (2H, m), 4.15 (2H, dt, 12.3, 6.2 Hz), 3.98-4.09 (2H, m), 3.59-3.79 (3H, m), 2.40...